This data is from the Open Reaction Database (ORD), a public repository of structured organic reaction records. The task is: describe an organic reaction: reactants, conditions, products, and yield Starting materials: ClC(=O)C1=CN(C2=CC=C(C=C12)C)C1=CC=NC2=CC=CC=C12 (3-chlorocarbonyl-5-methyl-1-(quinol-4-yl)-1H-indole), [Na] (sodium), CO (methanol), Cl.NC(=N)N (guanidine hydrochloride). Run in COCCOC (1,2-dimethoxyethane), COCCOC (1,2-dimethoxyethane). Run at temperature 22 celsius, time 2 hour. The product is Cl.N(C(=N)N)C(=O)C1=CN(C2=CC=C(C=C12)C)C1=CC=NC2=CC=CC=C12 (3-guanidinocarbonyl-5-methyl-1-(quinol-4-yl)-1H-indole hydrochloride). Isolated yield 55.7%. As a reaction SMILES: [Na].CO.Cl.[NH2:5][C:6]([NH2:8])=[NH:7].[Cl:9][C:10]([C:12]1[C:20]2[C:15](=[CH:16][CH:17]=[C:18]([CH3:21])[CH:19]=2)[N:14]([C:22]2[C:31]3[C:26](=[CH:27][CH:28]=[CH:29][CH:30]=3)[N:25]=[CH:24][CH:23]=2)[CH:13]=1)=[O:11]>COCCOC>[ClH:9].[NH:7]([C:10]([C:12]1[C:20]2[C:15](=[CH:16][CH:17]=[C:18]([CH3:21])[CH:19]=2)[N:14]([C:22]2[C:31]3[C:26](=[CH:27][CH:28]=[CH:29][CH:30]=3)[N:25]=[CH:24][CH:23]=2)[CH:13]=1)=[O:11])[C:6]([NH2:8])=[NH:5] |f:2.3,6.7,^1:0|. Reported procedure: 0.365 g (15.9 mmol) of sodium is added at 22° C. under an argon atmosphere to 45 cm3 of methanol. After complete dissolution, 1.4 g (15 mmol) of guanidine hydrochloride are added. After stirring at 22° C. for 2 hours, the reaction mixture is filtered under an argon atmosphere. The filtrate is concentrated to dryness under reduced pressure (2.7 kPa) to give a residue which is dissolved in 25 cm3 of 1,2-dimethoxyethane. 1 g of 3-chlorocarbonyl-5-methyl-1-(quinol-4-yl)-1H-indole, suspended in 20 cm...